From a dataset of the Open Reaction Database (ORD), a public repository of structured organic reaction records. describe an organic reaction: reactants, conditions, products, and yield The reactants are C=O (formaldehyde), CC1=CC=C(C=C1)N1CCN(CC1)C(=O)OCC1CCNCC1 (piperidin-4-ylmethyl 4-(4-methylphenyl)piperazine-1-carboxylate), O (water). The solvent is C(=O)O (formic acid). Conditions: temperature 95 celsius, time 20 minute. Product: CC1=CC=C(C=C1)N1CCN(CC1)C(=O)OCC1CCN(CC1)C ((1-methylpiperidin-4-yl)methyl 4-(4-methylphenyl)-piperazine-1-carboxylate). Isolated yield 43.0%. RXN SMILES: [CH3:1][C:2]1[CH:7]=[CH:6][C:5]([N:8]2[CH2:13][CH2:12][N:11]([C:14]([O:16][CH2:17][CH:18]3[CH2:23][CH2:22][NH:21][CH2:20][CH2:19]3)=[O:15])[CH2:10][CH2:9]2)=[CH:4][CH:3]=1.[CH2:24]=O.O>C(O)=O>[CH3:1][C:2]1[CH:7]=[CH:6][C:5]([N:8]2[CH2:9][CH2:10][N:11]([C:14]([O:16][CH2:17][CH:18]3[CH2:23][CH2:22][N:21]([CH3:24])[CH2:20][CH2:19]3)=[O:15])[CH2:12][CH2:13]2)=[CH:4][CH:3]=1. Reported procedure: (1-piperidin-4-yl)methyl 4-(4-methylphenyl)piperazine-1-carboxylate (Example 3; 9.75 g, 30.7 mmol) was dissolved in formic acid (3 mL), 35% aqueous formaldehyde solution (3 mL) and water (20 mL). The reaction mixture was heated at 95° C. for 45 minutes, and then cooled to room temperature. The reaction mixture was quenched by slowly pouring it onto 1M aq Na2CO3 solution (400 mL) and extracted with EtOAc (4×150 mL). The combined organic layers were washed with brine (75 mL), dried (MgSO4) and con... Reactants: N(=NC(=O)OC(C)(C)C)C(=O)OC(C)(C)C (di-tert-butyl azodicarboxylate), BrC=1C=NC=2C(CCC2C1)O ((rac)-3-Bromo-6,7-dihydro-5H-[1]pyrindin-7-ol), C1(NC(C2=CC=CC=C12)=O)=O (isoindoline-1,3-dione), C1(=CC=CC=C1)P(C1=CC=CC=C1)C1=CC=CC=C1 (triphenylphosphine). As a reaction SMILES: [Br:1][C:2]1[CH:3]=[N:4][C:5]2[CH:6](O)[CH2:7][CH2:8][C:9]=2[CH:10]=1.[C:12]1(=[O:22])[C:20]2[C:15](=[CH:16][CH:17]=[CH:18][CH:19]=2)[C:14](=[O:21])[NH:13]1.C1(P(C2C=CC=CC=2)C2C=CC=CC=2)C=CC=CC=1.N(C(OC(C)(C)C)=O)=NC(OC(C)(C)C)=O>C1COCC1>[Br:1][C:2]1[CH:10]=[C:9]2[CH2:8][CH2:7][CH:6]([N:13]3[C:14](=[O:21])[C:15]4[C:20](=[CH:19][CH:18]=[CH:17][CH:16]=4)[C:12]3=[O:22])[C:5]2=[N:4][CH:3]=1. Solvent: C1CCOC1 (THF), C1CCOC1 (THF). The product is BrC=1C=C2C(=NC1)C(CC2)N2C(C1=CC=CC=C1C2=O)=O (2-((rac)-3-bromo-6,7-dihydro-5H-cyclopenta[b]pyridin-7-yl)isoindoline-1,3-dione). Procedure: (rac)-3-Bromo-6,7-dihydro-5H-[1]pyrindin-7-ol (4.84 g, 22.6 mmol) and isoindoline-1,3-dione (3.66 g, 24.9 mmol) were dissolved in THF (130 ml); then, triphenylphosphine (7.41 g, 28.3 mmol) was added, followed by a solution of di-tert-butyl azodicarboxylate (6.25 g, 27.1 mmol) in THF (3.0 ml) below 5° C.; stirring at RT was then continued for 20 hours. The reaction mixture was concentrated in vacuo to give a crude product (23.507 g), which was purified by flash chromatography (silica gel, 100 g, ... Conditions: time 20 hour.